From a dataset of the Open Reaction Database (ORD), a public repository of structured organic reaction records. describe an organic reaction: reactants, conditions, products, and yield RXN SMILES: [CH3:23][OH:24].[Cl-:19].[Fe:22].[N+:1]([O-:2])(=[O:3])[c:4]1[cH:5][c:6](-[c:10]2[s:11][c:12]3[c:13]([cH:14][n:15][cH:16][cH:17]3)[n:18]2)[cH:7][cH:8][cH:9]1.[NH4+:20].[OH2:21]>>[NH2:1][c:4]1[cH:5][c:6](-[c:10]2[s:11][c:12]3[c:13]([cH:14][n:15][cH:16][cH:17]3)[n:18]2)[cH:7][cH:8][cH:9]1. Product: Nc1cccc(-c2nc3cnccc3s2)c1. The reactants are CO, [Cl-], [Fe], O=[N+]([O-])c1cccc(-c2nc3cnccc3s2)c1, [NH4+], O.